Dataset: the Open Reaction Database (ORD), a public repository of structured organic reaction records. Task: describe an organic reaction: reactants, conditions, products, and yield RXN SMILES: Cl[C:2]1[CH:10]=[CH:9][C:5]([C:6]([OH:8])=[O:7])=[CH:4][C:3]=1[N+:11]([O-])=O.NC1CC2CC1CC2.[Cl:22][C:23]1[CH:60]=[CH:59][C:26]([C:27]2[C:32]([C:33]3[CH:42]=[CH:41][C:40]4[C:35](=[CH:36][CH:37]=[C:38]([C:43]5N(CC)[C:46]6[CH:50]=[CH:51][C:52]([C:54](O)=O)=[CH:53][C:45]=6[N:44]=5)[CH:39]=4)[N:34]=3)=[CH:31][C:30]([O:57][CH3:58])=[CH:29][CH:28]=2)=[CH:25][CH:24]=1>>[CH:46]12[CH2:54][CH:52]([CH2:51][CH2:50]1)[CH2:53][CH:45]2[N:44]1[C:2]2[CH:10]=[CH:9][C:5]([C:6]([OH:8])=[O:7])=[CH:4][C:3]=2[N:11]=[C:43]1[C:38]1[CH:39]=[C:40]2[C:35](=[CH:36][CH:37]=1)[N:34]=[C:33]([C:32]1[C:27]([C:26]3[CH:59]=[CH:60][C:23]([Cl:22])=[CH:24][CH:25]=3)=[CH:28][CH:29]=[C:30]([O:57][CH3:58])[CH:31]=1)[CH:42]=[CH:41]2. Yields the product C12C(CC(CC1)C2)N2C(=NC1=C2C=CC(=C1)C(=O)O)C=1C=C2C=CC(=NC2=CC1)C1=CC(=CC=C1C1=CC=C(C=C1)Cl)OC (1-bicyclo[2.2.1]hept-2-yl-2-[2-(4′-chloro-4-methoxy-biphen-2-yl)-quinolin-6-yl]1H-benzoimidazole-5-carboxylic acid). Starting materials: ClC1=C(C=C(C(=O)O)C=C1)[N+](=O)[O-] (4-chloro-3-nitrobenzoic acid), NC1C2CCC(C1)C2 (2-aminonorbornane), ClC1=CC=C(C2=CC=C(C=C2C2=NC3=CC=C(C=C3C=C2)C2=NC3=C(N2CC)C=CC(=C3)C(=O)O)OC)C=C1 (2-[2-(4′-chloro-4-methoxy-biphen-2-yl)-quinolin-6-yl]-1-ethyl-1H-benzoimidazole-5-carboxylic acid). Procedure details: The title compound was prepared from Resin 534a and 2-aminonorbornane according to the procedure described in the preparation of Compound 534. Starting materials: Mg, N=1C=C(N2C1SC1=C2CCC1)C=O (6,7-Dihydro-5H-cyclopent[d]imidazo[2,1-b]thiazole-3-carboxaldehyde), Grignard reagent, BrCCC1=CC=CC=C1 ((2-bromoethyl)benzene). Run in C1CCOC1 (THF). Yields the product C1(=CC=CC=C1)CCC(O)C1=CN=C2SC3=C(N21)CCC3 (6,7-Dihydro-α-(2-phenylethyl)-5H-cyclopent[d]imidazo[2,1-b]thiazole-3-methanol). Reaction SMILES: Br[CH2:2][CH2:3][C:4]1[CH:9]=[CH:8][CH:7]=[CH:6][CH:5]=1.[N:10]1[CH:11]=[C:12]([CH:21]=[O:22])[N:13]2[C:17]3[CH2:18][CH2:19][CH2:20][C:16]=3[S:15][C:14]=12>C1COCC1>[C:4]1([CH2:3][CH2:2][CH:21]([C:12]2[N:13]3[C:14]([S:15][C:16]4[CH2:20][CH2:19][CH2:18][C:17]=43)=[N:10][CH:11]=2)[OH:22])[CH:9]=[CH:8][CH:7]=[CH:6][CH:5]=1. Procedure: The Grignard reagent generated during 18 hours, from (2-bromoethyl)benzene (2.2 g) an Mg (0.291 g) in THF (70 mL) was treated with solid 6,7-Dihydro-5H-cyclopent[d]imidazo[2,1-b]thiazole-3-carboxaldehyde (FIG. E-6) (0.58 g) and reacted for 1.5 hours. The supernate solution was decanted into cold 5% ammonium chloride solution and precipitated 6,7-Dihydro-α-(2-phenylethyl)-5H-cyclopent[d]imidazo[2,1-b]thiazole-3-methanol (FIG. E-7) (0.80 g) was filtered. Crystallization from acetonitrile solution ... The reactants are CC(=O)Cl, CCOCC, Cc1ccccc1, Cc1ccc(N2CN(CCO)CN(C)C2=S)c(C)c1. Product: CC(=O)OCCN1CN(C)C(=S)N(c2ccc(C)cc2C)C1. Reaction SMILES: [CH3:1][C:2]([Cl:3])=[O:4].[CH3:24][CH2:25][O:26][CH2:27][CH3:28].[CH3:29][c:30]1[cH:31][cH:32][cH:33][cH:34][cH:35]1.[CH3:5][c:6]1[c:7]([N:13]2[C:14](=[S:23])[N:15]([CH3:22])[CH2:16][N:17]([CH2:19][CH2:20][OH:21])[CH2:18]2)[cH:8][cH:9][c:10]([CH3:12])[cH:11]1>>[CH3:1][C:2](=[O:4])[O:21][CH2:20][CH2:19][N:17]1[CH2:16][N:15]([CH3:22])[C:14](=[S:23])[N:13]([c:7]2[c:6]([CH3:5])[cH:11][c:10]([CH3:12])[cH:9][cH:8]2)[CH2:18]1. The reactants are ClC1=CC=C(C=C1)C1=NC=2N(C(=C1)C(F)F)N=CC2C(=O)O (5-(4-chloro-phenyl)-7-difluoromethyl-pyrazolo[1,5-a]pyrimidine-3-carboxylic acid), NC1=NC=C(C(=N)NO)C=C1 (6-amino-N-hydroxy-nicotinamidine). Yields the product ClC1=CC=C(C=C1)C1=NC=2N(C(=C1)C(F)F)N=CC2C2=NC(=NO2)C=2C=CC(=NC2)N (5-{5-[5-(4-Chloro-phenyl)-7-difluoromethyl-pyrazolo[1,5-a]pyrimidin-3-yl]-[1,2,4]oxadiazol-3-yl}-pyridin-2-ylamine). RXN SMILES: [Cl:1][C:2]1[CH:7]=[CH:6][C:5]([C:8]2[CH:13]=[C:12]([CH:14]([F:16])[F:15])[N:11]3[N:17]=[CH:18][C:19]([C:20]([OH:22])=O)=[C:10]3[N:9]=2)=[CH:4][CH:3]=1.[NH2:23][C:24]1[CH:33]=[CH:32][C:27]([C:28]([NH:30]O)=[NH:29])=[CH:26][N:25]=1>>[Cl:1][C:2]1[CH:3]=[CH:4][C:5]([C:8]2[CH:13]=[C:12]([CH:14]([F:15])[F:16])[N:11]3[N:17]=[CH:18][C:19]([C:20]4[O:22][N:30]=[C:28]([C:27]5[CH:32]=[CH:33][C:24]([NH2:23])=[N:25][CH:26]=5)[N:29]=4)=[C:10]3[N:9]=2)=[CH:6][CH:7]=1. Procedure: The title compound was prepared from 5-(4-chloro-phenyl)-7-difluoromethyl-pyrazolo[1,5-a]pyrimidine-3-carboxylic acid (example C.3) (162 mg, 0.5 mmol) and 6-amino-N-hydroxy-nicotinamidine (example B.4) (114 mg, 0.75 mmol) according to general procedure II. Obtained after flash chromatography on silica gel (ethyl acetate/heptane) and further purification by crystallization (dichloromethane/hexane) as a yellow solid (114 mg, 52%). MS (ISP) 440.2 [(M+H)+]; mp 254° C.